From a dataset of the Open Reaction Database (ORD), a public repository of structured organic reaction records. describe an organic reaction: reactants, conditions, products, and yield Starting materials: CC(=O)O, COc1nc(N)nc2c1ccn2C1OC(CO)C2OC21. Yields the product COc1nc(N)nc2c1ccn2C1OC(CO)CC1O. Reaction SMILES: [CH3:21][C:22](=[O:23])[OH:24].[NH2:1][c:2]1[n:3][c:4]([O:19][CH3:20])[c:5]2[c:6]([n:7]1)[n:8]([CH:11]1[CH:12]3[CH:13]([O:14]3)[CH:15]([CH2:17][OH:18])[O:16]1)[cH:9][cH:10]2>>[NH2:1][c:2]1[n:3][c:4]([O:19][CH3:20])[c:5]2[c:6]([n:7]1)[n:8]([CH:11]1[CH:12]([OH:14])[CH2:13][CH:15]([CH2:17][OH:18])[O:16]1)[cH:9][cH:10]2.